From a dataset of the Open Reaction Database (ORD), a public repository of structured organic reaction records. describe an organic reaction: reactants, conditions, products, and yield Starting materials: C(CCC)N1C(C(=C(C2=CC=CN=C12)C1=CC(=CC=C1)OCCN(CC)CC1=CC=CC=C1)NC(=O)NC1=C(C=CC=C1C(C)C)C(C)C)=O (N-[1-butyl-4-[3-{2-(N-benzyl-N-ethylamino)ethoxy)-phenyl]-1,2-dihydro-2-oxo-1,8-naphthyridin-3-yl]-N'-(2,6-diisopropylphenyl)urea), Cl (hydrochloric acid). The reagents and catalysts are [C].[Pd] (palladium-carbon). The solvent is C(C)O (ethanol). Run at time 5 hour. Product: C(CCC)N1C(C(=C(C2=CC=CN=C12)C1=CC(=CC=C1)OCCNCC)NC(=O)NC1=C(C=CC=C1C(C)C)C(C)C)=O (N-[1-butyl-4-{3-(2-ethylaminoethoxy)phenyl}-1,2-dihydro-2-oxo-1,8-naphthyridin-3-yl]-N'-(2,6-diisopropylphenyl)urea). The yield is 52.4%. As a reaction SMILES: [CH2:1]([N:5]1[C:14]2[C:9](=[CH:10][CH:11]=[CH:12][N:13]=2)[C:8]([C:15]2[CH:20]=[CH:19][CH:18]=[C:17]([O:21][CH2:22][CH2:23][N:24](CC3C=CC=CC=3)[CH2:25][CH3:26])[CH:16]=2)=[C:7]([NH:34][C:35]([NH:37][C:38]2[C:43]([CH:44]([CH3:46])[CH3:45])=[CH:42][CH:41]=[CH:40][C:39]=2[CH:47]([CH3:49])[CH3:48])=[O:36])[C:6]1=[O:50])[CH2:2][CH2:3][CH3:4].Cl>C(O)C.[C].[Pd]>[CH2:1]([N:5]1[C:14]2[C:9](=[CH:10][CH:11]=[CH:12][N:13]=2)[C:8]([C:15]2[CH:20]=[CH:19][CH:18]=[C:17]([O:21][CH2:22][CH2:23][NH:24][CH2:25][CH3:26])[CH:16]=2)=[C:7]([NH:34][C:35]([NH:37][C:38]2[C:43]([CH:44]([CH3:46])[CH3:45])=[CH:42][CH:41]=[CH:40][C:39]=2[CH:47]([CH3:48])[CH3:49])=[O:36])[C:6]1=[O:50])[CH2:2][CH2:3][CH3:4] |f:3.4|. Procedure: To a solution of N-[1-butyl-4-[3-{2-(N-benzyl-N-ethylamino)ethoxy)-phenyl]-1,2-dihydro-2-oxo-1,8-naphthyridin-3-yl]-N'-(2,6-diisopropylphenyl)urea (129 mg, 0.191 mmol) in ethanol (10 ml) were added 12N aqueous hydrochloric acid solution (1 ml) and 10% palladium-carbon (210 mg), and the mixture was stirred at room temperature under hydrogen atmosphere for five hours. The mixture was filtered through a cerite pad, and the filtrate was concentrated. To the concentrated resultant was added aqueous a... Starting materials: CCOC(=O)OCC, CC(=O)CCC=C(C)C, [H-], [Na+]. As a reaction SMILES: [C:10]([O:11][CH2:12][CH3:13])([O:14][CH2:16][CH3:17])=[O:15].[CH3:1][C:2](=[CH:3][CH2:4][CH2:5][C:6]([CH3:7])=[O:8])[CH3:9].[H-:18].[Na+:19]>>[CH3:1][C:2](=[CH:3][CH2:4][CH2:5][C:6]([CH2:7][C:10]([O:11][CH2:12][CH3:13])=[O:14])=[O:8])[CH3:9]. Product: CCOC(=O)CC(=O)CCC=C(C)C. Reactants: BrC1=CC2=C(N(C=N2)C=2C=C(C=C(C2)C2=CC=C(C=C2)F)NC(C)=O)C=C1 (N-(5-(5-bromo-1H-benzo[d]imidazol-1-yl)-4′-fluoro-[1,1′-biphenyl]-3-yl)acetamide), CC(C)(CCN1N=C(C=C1)B1OC(C(O1)(C)C)(C)C)O (2-methyl-4-(3-(4,4,5,5-tetramethyl-1,3,2-dioxaborolan-2-yl)-1H-pyrazol-1-yl)butan-2-ol). Product: FC1=CC=C(C=C1)C1=CC(=CC(=C1)N1C=NC2=C1C=CC(=C2)C=2C=NN(C2)CCC(C)(C)O)NC(C)=O (N-(4′-fluoro-5-(5-(1-(3-hydroxy-3-methylbutyl)-1H-pyrazol-4-yl)-1H-benzo[d]-imidazol-1-yl)-[1,1′-biphenyl]-3-yl) acetamide). Isolated yield 22.2%. RXN SMILES: Br[C:2]1[CH:27]=[CH:26][C:5]2[N:6]([C:9]3[CH:10]=[C:11]([NH:22][C:23](=[O:25])[CH3:24])[CH:12]=[C:13]([C:15]4[CH:20]=[CH:19][C:18]([F:21])=[CH:17][CH:16]=4)[CH:14]=3)[CH:7]=[N:8][C:4]=2[CH:3]=1.[CH3:28][C:29]([OH:47])([CH2:31][CH2:32][N:33]1[CH:37]=[CH:36][C:35](B2OC(C)(C)C(C)(C)O2)=[N:34]1)[CH3:30]>>[F:21][C:18]1[CH:19]=[CH:20][C:15]([C:13]2[CH:14]=[C:9]([N:6]3[C:5]4[CH:26]=[CH:27][C:2]([C:36]5[CH:35]=[N:34][N:33]([CH2:32][CH2:31][C:29]([OH:47])([CH3:28])[CH3:30])[CH:37]=5)=[CH:3][C:4]=4[N:8]=[CH:7]3)[CH:10]=[C:11]([NH:22][C:23](=[O:25])[CH3:24])[CH:12]=2)=[CH:16][CH:17]=1. Procedure: The compound was prepared from N-(5-(5-bromo-1H-benzo[d]imidazol-1-yl)-4′-fluoro-[1,1′-biphenyl]-3-yl)acetamide (0.07 g, 0.164 mmol) using the procedure of Example 200(c) and 2-methyl-4-(3-(4,4,5,5-tetramethyl-1,3,2-dioxaborolan-2-yl)-1H-pyrazol-1-yl)butan-2-ol (0.092 g, 0.329 mmol, 2.0 eq.) to give the title product in 22.2% yield (0.018 g). 1H NMR (300 MHz, DMSO-d6): δ 10.42 (s, 1H), 8.68 (s, 1H), 8.25 (s, 1H), 7.99 (d, 2H), 7.93 (s, 1H), 7.83 (s, 1H), 7.69 (m, 2H), 7.65 (m, 1H), 7.61 (m, 2H),...